Dataset: the Open Reaction Database (ORD), a public repository of structured organic reaction records. Task: describe an organic reaction: reactants, conditions, products, and yield Reactants: CN(C)C1CN(C(=O)Cc2ccc(F)cc2)N(C(=O)OCc2ccccc2)C1, CO. The product is CN(C)C1CNN(C(=O)Cc2ccc(F)cc2)C1. RXN SMILES: [CH2:1]([O:2][C:3](=[O:4])[N:11]1[N:12]([C:19]([CH2:20][c:21]2[cH:22][cH:23][c:24]([F:27])[cH:25][cH:26]2)=[O:28])[CH2:13][CH:14]([N:16]([CH3:17])[CH3:18])[CH2:15]1)[c:5]1[cH:6][cH:7][cH:8][cH:9][cH:10]1.[CH3:29][OH:30]>>[NH:11]1[N:12]([C:19]([CH2:20][c:21]2[cH:22][cH:23][c:24]([F:27])[cH:25][cH:26]2)=[O:28])[CH2:13][CH:14]([N:16]([CH3:17])[CH3:18])[CH2:15]1. Reactants: FC1=C(C=C(C=C1)[N+](=O)[O-])N1C(C2=C(C1=O)CCCC2)=O (N-(2-Fluoro-5-nitrophenyl)-3,4,5,6-tetrahydrophthalimide), resultant suspension, [H][H] (hydrogen). The reagents and catalysts are [Pt](=O)=O (platinum dioxide). Solvent: C(C)(=O)OCC (ethyl acetate). The product is FC1=C(C=C(C=C1)N)N1C(C2=C(C1=O)CCCC2)=O (N-(2-fluoro-5-aminophenyl)-3,4,5,6-tetrahydrophthalimide). Yield: 99.9%. As a reaction SMILES: [F:1][C:2]1[CH:7]=[CH:6][C:5]([N+:8]([O-])=O)=[CH:4][C:3]=1[N:11]1[C:15](=[O:16])[C:14]2[CH2:17][CH2:18][CH2:19][CH2:20][C:13]=2[C:12]1=[O:21].[H][H]>C(OCC)(=O)C.[Pt](=O)=O>[F:1][C:2]1[CH:7]=[CH:6][C:5]([NH2:8])=[CH:4][C:3]=1[N:11]1[C:15](=[O:16])[C:14]2[CH2:17][CH2:18][CH2:19][CH2:20][C:13]=2[C:12]1=[O:21]. Procedure: N-(2-Fluoro-5-nitrophenyl)-3,4,5,6-tetrahydrophthalimide (VII) (5 g) and platinum dioxide (0.2 g) were suspended in ethyl acetate (50 ml), and the resultant suspension was allowed to catalytic reduction at room temperature under atmospheric pressure until 1.3 liters of hydrogen was taken up. The reaction mixture was filtered and concentrated to give 4.48 g of N-(2-fluoro-5-aminophenyl)-3,4,5,6-tetrahydrophthalimide (VIII). M.P., 117°-119° C. Reactants: ClCCl, NCCCN1CCN(Cc2ccccc2)CC1, O=C=Nc1ccccc1. Product: O=C(NCCCN1CCN(Cc2ccccc2)CC1)Nc1ccccc1. Reaction SMILES: [CH2:27]([Cl:28])[Cl:29].[NH2:1][CH2:2][CH2:3][CH2:4][N:5]1[CH2:6][CH2:7][N:8]([CH2:11][c:12]2[cH:13][cH:14][cH:15][cH:16][cH:17]2)[CH2:9][CH2:10]1.[O:18]=[C:19]=[N:20][c:21]1[cH:22][cH:23][cH:24][cH:25][cH:26]1>>[NH:1]([CH2:2][CH2:3][CH2:4][N:5]1[CH2:6][CH2:7][N:8]([CH2:11][c:12]2[cH:13][cH:14][cH:15][cH:16][cH:17]2)[CH2:9][CH2:10]1)[C:19](=[O:18])[NH:20][c:21]1[cH:22][cH:23][cH:24][cH:25][cH:26]1. Reactants: [Na] (sodium), ClC1=CC=C(C=O)C=C1 (4-chlorobenzaldehyde), CC=1OC(=CC(C1)=O)C1=CC=CC=C1 (2-Methyl-6-phenyl-4H-pyran-4-one). Solvent: C(C)O (ethanol), C(C)O (ethanol), [O-]CC.[Na+] (sodium ethoxide). Conditions: time 24 hour. Product: ClC1=CC=C(C=C1)C=CC=1OC(=CC(C1)=O)C1=CC=CC=C1 (2-[2-(4-Chlorophenyl)ethenyl]-6-phenyl-4H-pyran-4-one). Reaction SMILES: [CH3:1][C:2]1[O:3][C:4]([C:9]2[CH:14]=[CH:13][CH:12]=[CH:11][CH:10]=2)=[CH:5][C:6](=[O:8])[CH:7]=1.[Na].[Cl:16][C:17]1[CH:24]=[CH:23][C:20]([CH:21]=O)=[CH:19][CH:18]=1>[O-]CC.[Na+].C(O)C>[Cl:16][C:17]1[CH:24]=[CH:23][C:20]([CH:21]=[CH:1][C:2]2[O:3][C:4]([C:9]3[CH:14]=[CH:13][CH:12]=[CH:11][CH:10]=3)=[CH:5][C:6](=[O:8])[CH:7]=2)=[CH:19][CH:18]=1 |f:3.4,^1:14|. Procedure: 2-Methyl-6-phenyl-4H-pyran-4-one (3.7 g) was dissolved in sodium ethoxide solution prepared by dissolving sodium (0.46 g) in ethanol (50 ml). A solution of 4-chlorobenzaldehyde (5.6 g) in ethanol (50 ml) was added and the mixture was stirred at room temperature for 24 hours. The solid which formed was recrystallised from ethanol to give the title product (mp 169°-171° C.).